This data is from the Open Reaction Database (ORD), a public repository of structured organic reaction records. The task is: describe an organic reaction: reactants, conditions, products, and yield Reactants: C(C=C)(=O)OC (methyl acrylate), CC(C(=O)OCC=C)(C)Br (allyl 2-methyl-2-bromopropionate), N1=C(C=CC=C1)C1=NC=CC=C1 (2,2'-bipyridyl), C(C)(=O)OCC (ethyl acetate). The reagents and catalysts are [Cu]Br (copper (I) bromide). Run in C(C)#N (acetonitrile). Conditions: temperature 80 celsius. Product: CCCCOC(=O)C=C (poly(butyl acrylate)). Reaction SMILES: [C:1]([O:5][CH3:6])(=[O:4])[CH:2]=[CH2:3].[CH3:7][C:8](Br)(C)[C:9](OCC=C)=O.N1C=CC=CC=1C1C=CC=CN=1.C(OCC)(=O)C>[Cu]Br.C(#N)C>[CH3:7][CH2:8][CH2:9][CH2:6][O:5][C:1]([CH:2]=[CH2:3])=[O:4]. Procedure details: To a 30 mL pyrex tube were added methyl acrylate (5 mL, 4.78 g, 55.5 mmole), allyl 2-methyl-2-bromopropionate(0.354 mL, 460 mg, 2.2 mmole), copper (I) bromide (318 mg, 2.22 mmole), 2,2'-bipyridyl (1.04 g, 6.66 mmole), ethyl acetate (4 mL) and acetonitrile (1 mL). The mixture was degassed by three freeze-pump-thaw cycles and then sealed. The mixture was heated to 80° C. for 3 hours and then after cooling to ambient temperature, the mixture was diluted with ethyl acetate (20 mL). An insoluble prec... Reactants: NC(=C(C(N)=S)C#N)N(C)CCCC (3-amino-3-(butylmethylamino)-2-cyanopropenethioamide), OO (hydrogen peroxide). Run in C(C)O (ethanol). The product is NC1=C(C(=NS1)N(C)CCCC)C#N (5-amino-3-(butylmethylamino)-4-cyanoisothiazole). The yield is 74.5%. As a reaction SMILES: [NH2:1][C:2]([N:9]([CH2:11][CH2:12][CH2:13][CH3:14])[CH3:10])=[C:3]([C:7]#[N:8])[C:4](=[S:6])[NH2:5].OO>C(O)C>[NH2:5][C:4]1[S:6][N:1]=[C:2]([N:9]([CH2:11][CH2:12][CH2:13][CH3:14])[CH3:10])[C:3]=1[C:7]#[N:8]. Procedure details: In the manner of Example XI, part C, 61 g of 3-amino-3-(butylmethylamino)-2-cyanopropenethioamide in 200 ml of ethanol were treated with 33 ml of 30% hydrogen peroxide (9.8 g of active H2O2) to yield 45 g of 5-amino-3-(butylmethylamino)-4-cyanoisothiazole, mp 87°-89°. The ir and nmr spectra were consistent with the assigned structure. The reactants are C(C1=CC(OC)=C(O)C(OC)=C1)=O (syringaldehyde), N1=CC=C(C=C1)CN (4-picolylamine), C1(=CC=CC=C1)C (toluene), P(OCC)(OCC)[O-] (diethyl phosphite). The product is COC=1C=C(C=C(C1O)OC)C1=NC=CC(=C1)CNCP(OCC)(OCC)=O (Diethyl α-(3,5-Dimethoxy-4hydroxyphenyl)-N-(4-picolyl)-aminomethylphosphonate). Yield: 45.0%. Reaction SMILES: [CH:1](=O)[C:2]1[CH:12]=[C:9]([O:10][CH3:11])[C:7]([OH:8])=[C:4]([O:5][CH3:6])[CH:3]=1.[N:14]1[CH:19]=[CH:18][C:17]([CH2:20][NH2:21])=[CH:16]C=1.[P:22]([O-:29])([O:26][CH2:27][CH3:28])[O:23][CH2:24][CH3:25].[C:30]1(C)C=CC=CC=1>>[CH3:6][O:5][C:4]1[CH:3]=[C:2]([C:1]2[CH:16]=[C:17]([CH2:20][NH:21][CH2:30][P:22](=[O:29])([O:26][CH2:27][CH3:28])[O:23][CH2:24][CH3:25])[CH:18]=[CH:19][N:14]=2)[CH:12]=[C:9]([O:10][CH3:11])[C:7]=1[OH:8]. Procedure: A solution of 2.5 g (13.7 mmol) syringaldehyde and 1.6 g (14.4 mmol) 4-picolylamine dissolved in 100 ml toluene contained in a flask connected to a Dean-Stark apparatus was refluxed for 3 h. Toluene was evaporated under vacuum then the residue dissolved in 10 ml THF was heated with 5.1 g (36.8 mmol) diethyl phosphite for 6 h. THF was evaporated and the residue was purified by column chromatography (SiO2, 95/5 CHCl3/MeOH). Recrystallisation in a mixture of CH2Cl2-petroleum ether gave 3.7 g (45%) ... Starting materials: O=C([O-])[O-], N#Cc1ccccc1Cl, [K+], [K+], Nc1ccccc1S, CN(C)C=O. The product is N#Cc1ccccc1Sc1ccccc1N. As a reaction SMILES: [C:9](=[O:10])([O-:11])[O-:12].[Cl:15][c:16]1[c:17]([C:18]#[N:19])[cH:20][cH:21][cH:22][cH:23]1.[K+:13].[K+:14].[NH2:1][c:2]1[c:3]([SH:8])[cH:4][cH:5][cH:6][cH:7]1.[O:24]=[CH:25][N:26]([CH3:27])[CH3:28]>>[NH2:1][c:2]1[c:3]([S:8][c:16]2[c:17]([C:18]#[N:19])[cH:20][cH:21][cH:22][cH:23]2)[cH:4][cH:5][cH:6][cH:7]1. Reactants: C(C1=CC=CC=C1)N1C(C(CC1)(CCOS(=O)(=O)C)CC1=CC=CC=C1)=O (1-benzyl-3-(phenylmethyl)-3-(2-methanesulfonyloxyethyl)-2-oxopyrrolidine), FC1=CC=C(CN2C(=NC3=C2C=CC=C3)NC3CCNCC3)C=C1 ((1-(4-fluorobenzyl)-1H-benzimidazol-2-yl)(piperidin-4-yl)amine). The product is C(C1=CC=CC=C1)N1C(C(CC1)(CC1=CC=CC=C1)CCN1CCC(CC1)NC1=NC2=C(N1CC1=CC=C(C=C1)F)C=CC=C2)=O (1-benzyl-3-(2-(4-(1-(4-fluorobenzyl)-1H-benzimidazol-2-yl-amino)piperidin-1-yl)ethyl)-3-(phenylmethyl)-2-oxopyrrolidine). RXN SMILES: [CH2:1]([N:8]1[CH2:12][CH2:11][C:10]([CH2:20][C:21]2[CH:26]=[CH:25][CH:24]=[CH:23][CH:22]=2)([CH2:13][CH2:14]OS(C)(=O)=O)[C:9]1=[O:27])[C:2]1[CH:7]=[CH:6][CH:5]=[CH:4][CH:3]=1.[F:28][C:29]1[CH:51]=[CH:50][C:32]([CH2:33][N:34]2[C:38]3[CH:39]=[CH:40][CH:41]=[CH:42][C:37]=3[N:36]=[C:35]2[NH:43][CH:44]2[CH2:49][CH2:48][NH:47][CH2:46][CH2:45]2)=[CH:31][CH:30]=1>>[CH2:1]([N:8]1[CH2:12][CH2:11][C:10]([CH2:13][CH2:14][N:47]2[CH2:48][CH2:49][CH:44]([NH:43][C:35]3[N:34]([CH2:33][C:32]4[CH:50]=[CH:51][C:29]([F:28])=[CH:30][CH:31]=4)[C:38]4[CH:39]=[CH:40][CH:41]=[CH:42][C:37]=4[N:36]=3)[CH2:45][CH2:46]2)([CH2:20][C:21]2[CH:26]=[CH:25][CH:24]=[CH:23][CH:22]=2)[C:9]1=[O:27])[C:2]1[CH:7]=[CH:6][CH:5]=[CH:4][CH:3]=1. Reported procedure: Prepare by the method of Example 2.6 using 1-benzyl-3-(phenylmethyl)-3-(2-methanesulfonyloxyethyl)-2-oxopyrrolidine (0.99 g, 2.6 mmol) and (1-(4-fluorobenzyl)-1H-benzimidazol-2-yl)(piperidin-4-yl)amine (0.80 g, 2.6 mmol) to give the title compound: Rf=0.22 (silica gel, 5% methanol/ethyl acetate/2% triethylamine).